Task: describe an organic reaction: reactants, conditions, products, and yield. Dataset: the Open Reaction Database (ORD), a public repository of structured organic reaction records The reactants are CC1=CN=C2C(NS(=O)(=O)C2=C1)=O (6-methyl-4-azasaccharine), S(O)(O)(=O)=O (sulfuric acid), CO (methanol). The product is COC(=O)C1=NC=C(C=C1S(=O)(=O)N)C (3-(aminosulfonyl)-5-methylpyridine-2-carboxylic acid methyl ester). Reaction SMILES: [CH3:1][C:2]1[CH:12]=[C:11]2[C:5]([C:6](=[O:13])[NH:7][S:8]2(=[O:10])=[O:9])=[N:4][CH:3]=1.S(=O)(=O)(O)O.[CH3:19][OH:20]>>[CH3:19][O:20][C:6]([C:5]1[C:11]([S:8]([NH2:7])(=[O:10])=[O:9])=[CH:12][C:2]([CH3:1])=[CH:3][N:4]=1)=[O:13]. Procedure details: 1 mol of 6-methyl-4-azasaccharine is suspended in 10 times the volume of methanol and heated at 100° C. with 1/10 molar equivalent of concentrated sulfuric acid in a bomb tube. After 18 hours the batch is concentrated by evaporation and the residue is washed with CHCl3 /NaHCO3 to give 3-(aminosulfonyl)-5-methylpyridine-2-carboxylic acid methyl ester in the form of a beige powder having a melting point of 86°-88° C. Reaction SMILES: [C:18]([Br:19])([Br:20])([Br:21])[Br:22].[CH2:42]([Cl:43])[Cl:44].[OH:1][CH2:2][c:3]1[cH:4][cH:5][cH:6][c:7]([CH2:9][CH2:10][C:11](=[O:12])[O:13][C:14]([CH3:15])([CH3:16])[CH3:17])[n:8]1.[c:23]1([P:24]([c:25]2[cH:26][cH:27][cH:28][cH:29][cH:30]2)[c:31]2[cH:32][cH:33][cH:34][cH:35][cH:36]2)[cH:37][cH:38][cH:39][cH:40][cH:41]1>>[CH2:2]([c:3]1[cH:4][cH:5][cH:6][c:7]([CH2:9][CH2:10][C:11](=[O:12])[O:13][C:14]([CH3:15])([CH3:16])[CH3:17])[n:8]1)[Br:19]. The reactants are BrC(Br)(Br)Br, ClCCl, CC(C)(C)OC(=O)CCc1cccc(CO)n1, c1ccc(P(c2ccccc2)c2ccccc2)cc1. Product: CC(C)(C)OC(=O)CCc1cccc(CBr)n1. Starting materials: CC(C(=O)OC)(C)OC1OCCCC1 (methyl 2-methyl-2-(tetrahydro-2H-pyran-2-yloxy)propanoate), [H-].[Al+3].[Li+].[H-].[H-].[H-] (lithium aluminium hydride), Na2SO4.10H2O. Solvent: C1CCOC1 (THF). Reaction conditions: time 2 hour. Product: CC(CO)(C)OC1OCCCC1 (2-methyl-2-(tetrahydro-2H-pyran-2-yloxy)propan-1-ol). Isolated yield 108.4%. Reaction SMILES: [CH3:1][C:2]([O:8][CH:9]1[CH2:14][CH2:13][CH2:12][CH2:11][O:10]1)([CH3:7])[C:3](OC)=[O:4].[H-].[Al+3].[Li+].[H-].[H-].[H-]>C1COCC1>[CH3:7][C:2]([O:8][CH:9]1[CH2:14][CH2:13][CH2:12][CH2:11][O:10]1)([CH3:1])[CH2:3][OH:4] |f:1.2.3.4.5.6|. Procedure: To a solution of methyl 2-methyl-2-(tetrahydro-2H-pyran-2-yloxy)propanoate (1.25 g, 6.16 mmol) in THF (20 ml) under nitrogen was added portionwise lithium aluminium hydride (0.246 g, 6.16 mmol) at 0° C. and the reaction mixture was stirred 2 h, followed by slow addition of Na2SO4.10H2O (1.98 g, 6.16 mmol). After 30 minutes of stirring at 0° C. to room temperature, the insoluble materials were filtered off. The filtrate was concentrated in vacuo to give 2-methyl-2-(tetrahydro-2H-pyran-2-yloxy)pro...